Dataset: the Open Reaction Database (ORD), a public repository of structured organic reaction records. Task: describe an organic reaction: reactants, conditions, products, and yield Reactants: ClC1=NC(=C2N=CN(C2=N1)CC)NC1=CC=C(C=C1)Cl (2-Chloro-N-(4-chlorophenyl)-9-ethyl-9H-purin-6-amine), C[S-].[Na+] (sodium thiomethoxide). Run in CS(=O)C (dimethylsulphoxide). Conditions: temperature 110 celsius. Yields the product ClC1=CC=C(C=C1)NC1=C2N=CN(C2=NC(=N1)SC)CC (N-(4-Chlorophenyl)-9-ethyl-2-(methylthio)-9H-purin-6-amine). As a reaction SMILES: Cl[C:2]1[N:10]=[C:9]2[C:5]([N:6]=[CH:7][N:8]2[CH2:11][CH3:12])=[C:4]([NH:13][C:14]2[CH:19]=[CH:18][C:17]([Cl:20])=[CH:16][CH:15]=2)[N:3]=1.[CH3:21][S-:22].[Na+]>CS(C)=O>[Cl:20][C:17]1[CH:18]=[CH:19][C:14]([NH:13][C:4]2[N:3]=[C:2]([S:22][CH3:21])[N:10]=[C:9]3[C:5]=2[N:6]=[CH:7][N:8]3[CH2:11][CH3:12])=[CH:15][CH:16]=1 |f:1.2|. Procedure details: A mixture of the product from step (ii) (0.6 g) and sodium thiomethoxide (0.45 g) in dimethylsulphoxide (15 ml) was heated at 110° C. for 4 h. The mixture was partitioned between ethyl acetate and water, the organics washed with water, dried (MgSO4) and evaporated under reduced pressure. Yield 0.45 g The reactants are acid chloride, NC1=C(C=O)C=CC=C1 (2-aminobenzaldehyde), ClC1=C(C(=CC=C1[N+](=O)[O-])Cl)CC(=O)O ((2,6-dichloro-3-nitro-phenyl)-acetic acid). The solvent is CCOC(=O)C (EtOAc), ClCCl (dichloromethane), ClCCl (dichloromethane), S(=O)(Cl)Cl (thionyl chloride). Reaction conditions: time 2 hour. Product: ClC1=C(C(=CC=C1[N+](=O)[O-])Cl)CC(=O)NC1=C(C=CC=C1)C=O (2-(2,6-dichloro-3-nitro-phenyl)-N-(2-formyl-phenyl)-acetamide). Isolated yield 88.1%. As a reaction SMILES: [Cl:1][C:2]1[C:7]([N+:8]([O-:10])=[O:9])=[CH:6][CH:5]=[C:4]([Cl:11])[C:3]=1[CH2:12][C:13]([OH:15])=O.[NH2:16][C:17]1[CH:24]=[CH:23][CH:22]=[CH:21][C:18]=1[CH:19]=[O:20]>S(Cl)(Cl)=O.ClCCl.CCOC(C)=O>[Cl:1][C:2]1[C:7]([N+:8]([O-:10])=[O:9])=[CH:6][CH:5]=[C:4]([Cl:11])[C:3]=1[CH2:12][C:13]([NH:16][C:17]1[CH:24]=[CH:23][CH:22]=[CH:21][C:18]=1[CH:19]=[O:20])=[O:15]. Procedure details: A solution of (2,6-dichloro-3-nitro-phenyl)-acetic acid (0.90 g, 3.35 mmol) in thionyl chloride (15 mL) is refluxed for one hour. The solvent is removed by concentration and dry toluene is added to thoroughly remove thionyl chloride. To the solution of acid chloride in dry dichloromethane (30 mL) is added (drop-wise) a solution of 2-aminobenzaldehyde (0.365 g, 3.02 mmol) in dichloromethane (5.0 mL). The mixture is stirred at room temperature for 2 hours. The reaction mixture is diluted with EtOA...